Dataset: the Open Reaction Database (ORD), a public repository of structured organic reaction records. Task: describe an organic reaction: reactants, conditions, products, and yield The reactants are BrC1=NC=C(C=C1)Br (2,5-dibromo-pyridine), COCC#C (3-methoxy-propyne). Reagents/catalysts: [Cu]I (copper(I) iodide), Cl[Pd]([P](C1=CC=CC=C1)(C2=CC=CC=C2)C3=CC=CC=C3)([P](C4=CC=CC=C4)(C5=CC=CC=C5)C6=CC=CC=C6)Cl (bis(triphenylphosphine)palladium(II) chloride). The solvent is C(C)(=O)OCC (ethyl acetate), C(C)N(CC)CC (triethylamine). Run at temperature 0 celsius, time 1 hour. The product is BrC=1C=CC(=NC1)C#CCOC (5-bromo-2-(3-methoxy-prop-1-ynyl)-pyridine). Yield: 59.6%. As a reaction SMILES: Br[C:2]1[CH:7]=[CH:6][C:5]([Br:8])=[CH:4][N:3]=1.[CH3:9][O:10][CH2:11][C:12]#[CH:13]>C(N(CC)CC)C.C(OCC)(=O)C.[Cu]I.Cl[Pd](Cl)([P](C1C=CC=CC=1)(C1C=CC=CC=1)C1C=CC=CC=1)[P](C1C=CC=CC=1)(C1C=CC=CC=1)C1C=CC=CC=1>[Br:8][C:5]1[CH:6]=[CH:7][C:2]([C:13]#[C:12][CH2:11][O:10][CH3:9])=[N:3][CH:4]=1 |^1:31,50|. Procedure details: A solution of 2,5-dibromo-pyridine (41, 4.64 g, 19.6 mmol), 3-methoxy-propyne (30, 1.66 mL, 19.7 mmol), and copper(I) iodide (0.084 g, 0.44 mmol) in 61.6 mL of triethylamine was purged with nitrogen, and bis(triphenylphosphine)palladium(II) chloride (0.31 g, 0.44 mmol) was added at 0° C. The resulting mixture was stirred at 0° C. for 1 hour, then at room temperature for 1 hour. The reaction mixture was diluted with ethyl acetate, then washed with water and brine. The organic layer was dried with... Reactants: C(C1=CC=CC=C1)OC1=C2CCN(CC2=CC=C1N(C)C)C(=O)OCC1=CC=CC=C1 (benzyl 5-(benzyloxy)-6-(dimethylamino)-1,2,3,4-tetrahydroisoquinoline-2-carboxylate). The reagents and catalysts are [C].[Pd] (Palladium carbon). The solvent is CO (methanol). Run at temperature 25 celsius, time 8 hour. The product is OC1=C2CCNCC2=CC=C1N(C)C (5-hydroxy-6-dimethylamino-1,2,3,4-tetrahydroisoquinoline). Reaction SMILES: C([O:8][C:9]1[C:18]([N:19]([CH3:21])[CH3:20])=[CH:17][CH:16]=[C:15]2[C:10]=1[CH2:11][CH2:12][N:13](C(OCC1C=CC=CC=1)=O)[CH2:14]2)C1C=CC=CC=1>[C].[Pd].CO>[OH:8][C:9]1[C:18]([N:19]([CH3:21])[CH3:20])=[CH:17][CH:16]=[C:15]2[C:10]=1[CH2:11][CH2:12][NH:13][CH2:14]2 |f:1.2|. Reported procedure: Into a 100-mL 3-necked round-bottom flask purged and maintained with an inert atmosphere of nitrogen, was placed methanol (40 mL), Palladium carbon (400 mg) and benzyl 5-(benzyloxy)-6-(dimethylamino)-1,2,3,4-tetrahydroisoquinoline-2-carboxylate (1.6 g, 3.84 mmol, 1.00 equiv). To the above H2 gas was introduced in. The resulting solution was stirred overnight at 25° C. The solids were filtered out. The resulting mixture was concentrated under vacuum. This resulted in 1 g (crude) of 5-hydroxy-6-di... Starting materials: [N+](=O)([O-])C1=CC=C(C=C1)S(=O)(=O)N1C(CN(C(C1)=O)CCCCCCCC)C(=O)OC (Methyl 1-(4-nitro-benzenesulfonyl)-4-octyl-5-oxo-piperazine-2-carboxylate), COC1OC(CC1)OC (2,5-dimethoxytetrahydrofuran), O.O.Cl[Sn]Cl (SnCl2.2H2O), C(=O)(O)[O-].[Na+] (NaHCO3). Solvent: C(C)(=O)O (acetic acid), CO (MeOH), C(C)(=O)OCC (ethyl acetate). Run at temperature 50 celsius, time 1.5 hour. Yields the product C(CCCCCCC)N1CC(N(CC1=O)S(=O)(=O)C1=CC=C(C=C1)N1C=CC=C1)C(=O)OC (Methyl 4-octyl-5-oxo-1-(4-pyrrol-1-yl-benzenesulfonyl)-piperazine-2-carboxylate). Isolated yield 26.6%. Reaction SMILES: [N+:1]([C:4]1[CH:9]=[CH:8][C:7]([S:10]([N:13]2[CH2:18][C:17](=[O:19])[N:16]([CH2:20][CH2:21][CH2:22][CH2:23][CH2:24][CH2:25][CH2:26][CH3:27])[CH2:15][CH:14]2[C:28]([O:30][CH3:31])=[O:29])(=[O:12])=[O:11])=[CH:6][CH:5]=1)([O-])=O.O.O.Cl[Sn]Cl.C([O-])(O)=O.[Na+].CO[CH:44]1[CH2:48][CH2:47][CH:46](OC)O1>CO.C(OCC)(=O)C.C(O)(=O)C>[CH2:20]([N:16]1[C:17](=[O:19])[CH2:18][N:13]([S:10]([C:7]2[CH:8]=[CH:9][C:4]([N:1]3[CH:44]=[CH:48][CH:47]=[CH:46]3)=[CH:5][CH:6]=2)(=[O:12])=[O:11])[CH:14]([C:28]([O:30][CH3:31])=[O:29])[CH2:15]1)[CH2:21][CH2:22][CH2:23][CH2:24][CH2:25][CH2:26][CH3:27] |f:1.2.3,4.5|. Reported procedure: The compound of Example 56 (0.69 g, 1.5 mmol) was put in 10 mL of a MeOH solution to which SnCl2.2H2O (1.37 g, 6.4 mmol) was added, and stirred for 1.5 hours while maintaining the temperature at 50° C. A saturated NaHCO3 aqueous solution was introduced and stirred for 2 hours, and then it was extracted with ethyl acetate. After distillation under reduced pressure, 2,5-dimethoxytetrahydrofuran (0.20 mLo, 1.5 mmol) and 1 mL of acetic acid were introduced and refluxed for 2 hours. 50 mL of ethyl ac... Reactants: CN(S(=O)(=O)C1=CC=C(C=C1)N1C[C@H](CC1)NC(OC(C)(C)C)=O)C (tert-butyl [(S)-1-(4-dimethylsulfamoylphenyl)-pyrrolidin-3-yl]carbamate), solution, Cl (hydrochloric acid). Run in C(C)(=O)OCC (ethyl acetate), C(C)(=O)OCC (ethyl acetate). Reaction conditions: time 3 day. Yields the product Cl.Cl.N[C@@H]1CN(CC1)C1=CC=C(C=C1)S(=O)(=O)N(C)C (4-[(S)-3-aminopyrrolidin-1-yl]-N,N-dimethyl-benzenesulfonamide dihydrochloride). As a reaction SMILES: [CH3:1][N:2]([CH3:25])[S:3]([C:6]1[CH:11]=[CH:10][C:9]([N:12]2[CH2:16][CH2:15][C@H:14]([NH:17]C(=O)OC(C)(C)C)[CH2:13]2)=[CH:8][CH:7]=1)(=[O:5])=[O:4].[ClH:26]>C(OCC)(=O)C>[ClH:26].[ClH:26].[NH2:17][C@H:14]1[CH2:15][CH2:16][N:12]([C:9]2[CH:8]=[CH:7][C:6]([S:3]([N:2]([CH3:25])[CH3:1])(=[O:4])=[O:5])=[CH:11][CH:10]=2)[CH2:13]1 |f:3.4.5|. Procedure: In ethyl acetate was dissolved 8.39 g of tert-butyl [(S)-1-(4-dimethylsulfamoylphenyl)-pyrrolidin-3-yl]carbamate, 200 ml of a solution of 4M hydrochloric acid in ethyl acetate was added thereto, and the mixture was stirred at room temperature for 3 days. The solvent was evaporated, and then, diethyl ether was added to the residue, and the precipitates were collected by filtration to obtain 4-[(S)-3-aminopyrrolidin-1-yl]-N,N-dimethyl-benzenesulfonamide dihydrochloride. To the 4-[(S)-3-aminopyrrol... Product: ClC1=CC(=C(C=C1)C=CS(=O)(=O)Cl)OC (2-(4-Chloro-2-methoxy-phenyl)-ethenesulfonyl chloride). Yield: 38.7%. Reactants: S(=O)(Cl)Cl (Thionyl chloride), ClC1=CC(=C(C=C1)C=CS(=O)(=O)O)OC (2-(4-chloro-2-methoxy-phenyl)-ethenesulfonic acid), C(C)(=O)OCC (Ethyl acetate). Procedure: Thionyl chloride (8.1 mL, 111.19 mmol) was added dropwise at 0° C. to a solution of 2-(4-chloro-2-methoxy-phenyl)-ethenesulfonic acid (5.53 g, 22.24 mmol) in DMF (10 mL). The reaction mixture was stirred at RT for 3 h and then was poured onto crushed ice. Ethyl acetate (50 mL) was added to the mixture. The organic phase was separated, washed with brine (3×20 mL), dried over MgSO4 and concentrated under reduced pressure. The oily residue was purified on silica gel using hexane/ethyl acetate, 4:1 ... Run in CN(C)C=O (DMF). Reaction SMILES: S(Cl)([Cl:3])=O.[Cl:5][C:6]1[CH:11]=[CH:10][C:9]([CH:12]=[CH:13][S:14](O)(=[O:16])=[O:15])=[C:8]([O:18][CH3:19])[CH:7]=1.C(OCC)(=O)C>CN(C=O)C>[Cl:5][C:6]1[CH:11]=[CH:10][C:9]([CH:12]=[CH:13][S:14]([Cl:3])(=[O:16])=[O:15])=[C:8]([O:18][CH3:19])[CH:7]=1. Run at time 3 hour.